The task is: describe an organic reaction: reactants, conditions, products, and yield. This data is from the Open Reaction Database (ORD), a public repository of structured organic reaction records. The product is FC1=CC=C(C=C1)CN1C(=NC2=C1C=CC=C2)NC2CCN(CC2)CCN2C(NC1=CC=C(C=C1C2=O)SC)=O (3-[2-[4-[[1-[(4-fluorophenyl)methyl]-1H-benzimidazol-2-yl]amino]-1-piperidinyl]ethyl]-6-(methylthio)-2,4(1H,3H)-quinazolinedione). Run in O1CCCC1 (tetrahydrofuran). The yield is 85.0%. As a reaction SMILES: [NH2:1][C:2]1[CH:36]=[CH:35][C:34]([S:37][CH3:38])=[CH:33][C:3]=1[C:4]([NH:6][CH2:7][CH2:8][N:9]1[CH2:14][CH2:13][CH:12]([NH:15][C:16]2[N:20]([CH2:21][C:22]3[CH:27]=[CH:26][C:25]([F:28])=[CH:24][CH:23]=3)[C:19]3[CH:29]=[CH:30][CH:31]=[CH:32][C:18]=3[N:17]=2)[CH2:11][CH2:10]1)=[O:5].[C:39](N1C=CN=C1)(N1C=CN=C1)=[O:40]>O1CCCC1>[F:28][C:25]1[CH:26]=[CH:27][C:22]([CH2:21][N:20]2[C:19]3[CH:29]=[CH:30][CH:31]=[CH:32][C:18]=3[N:17]=[C:16]2[NH:15][CH:12]2[CH2:11][CH2:10][N:9]([CH2:8][CH2:7][N:6]3[C:4](=[O:5])[C:3]4[C:2](=[CH:36][CH:35]=[C:34]([S:37][CH3:38])[CH:33]=4)[NH:1][C:39]3=[O:40])[CH2:14][CH2:13]2)=[CH:23][CH:24]=1. Procedure details: A mixture of 6 parts of 2-amino-N-[2-[4-[[1-[(4-fluorophenyl)methyl]-1H-benzimidazol-2-yl]amino]-1-piperidinyl]ethyl]-5-(methylthio)benzamide, 1.78 parts of 1,1'-carbonylbis[1H-imidazole] and 90 parts of tetrahydrofuran was stirred and refluxed overnight. The reaction mixture was evaporated. The residue was crystallized from acetonitrile. The product was filtered off and dried, yielding 5.2 parts (85%) of 3-[2-[4-[[1-[(4-fluorophenyl)methyl]-1H-benzimidazol-2-yl]amino]-1-piperidinyl]ethyl]-6-(me... Reactants: NC1=C(C(=O)NCCN2CCC(CC2)NC2=NC3=C(N2CC2=CC=C(C=C2)F)C=CC=C3)C=C(C=C1)SC (2-amino-N-[2-[4-[[1-[(4-fluorophenyl)methyl]-1H-benzimidazol-2-yl]amino]-1-piperidinyl]ethyl]-5-(methylthio)benzamide), C(=O)(N1C=NC=C1)N1C=NC=C1 (1,1'-carbonylbis[1H-imidazole]).